From a dataset of the Open Reaction Database (ORD), a public repository of structured organic reaction records. describe an organic reaction: reactants, conditions, products, and yield Starting materials: C1(=CC=CC=C1)CC(=O)N[C@@H](C)C(=O)O (N-(phenylacetyl)-L-alanine), solid, Cl.COC([C@@H](N)C(C)C)=O (L-valine methyl ester hydrochloride). Run in EtOAc hexanes. The product is COC([C@@H](NC([C@@H](NC(CC1=CC=CC=C1)=O)C)=O)C(C)C)=O (N-[N-(Phenylacetyl)-L-alaninyl]-L-valine Methyl Ester). Reaction SMILES: [C:1]1([CH2:7][C:8]([NH:10][C@H:11]([C:13]([OH:15])=O)[CH3:12])=[O:9])[CH:6]=[CH:5][CH:4]=[CH:3][CH:2]=1.Cl.[CH3:17][O:18][C:19](=[O:25])[C@H:20]([CH:22]([CH3:24])[CH3:23])[NH2:21]>>[CH3:17][O:18][C:19](=[O:25])[C@H:20]([CH:22]([CH3:24])[CH3:23])[NH:21][C:13](=[O:15])[C@H:11]([CH3:12])[NH:10][C:8](=[O:9])[CH2:7][C:1]1[CH:2]=[CH:3][CH:4]=[CH:5][CH:6]=1 |f:1.2|. Procedure details: Following General Procedure A and using N-(phenylacetyl)-L-alanine (fromo Example B1 above) and L-valine methyl ester hydrochloride (Aldrich), the title compound was prepared as a solid (mp=112-115° C.). The reaction was monitored by tlc (Rf=0.33 in 50% EtOAc/hexanes) and the product was not purified. Starting materials: Cl.C(C)OC([C@@H](NC)C)=O (N-methylalanine ethyl ester-hydrochloride), [H-].[Na+] (sodium hydride), C(C)(=O)SCCC(=O)Cl (3-acetylsulfanyl-propanoic acid chloride), C([O-])(O)=O.[Na+] (sodium bicarbonate). Run in O1CCCC1 (tetrahydrofuran). Yields the product C(C)OC([C@H](C)N(C)C(CCSC(C)=O)=O)=O ((S)2-[(3-Acetylsulfanyl-propionyl)-methyl-amino]-propanoic acid ethyl ester). The yield is 75.2%. RXN SMILES: Cl.[CH2:2]([O:4][C:5](=[O:10])[C@H:6]([CH3:9])[NH:7][CH3:8])[CH3:3].[H-].[Na+].[C:13]([S:16][CH2:17][CH2:18][C:19](Cl)=[O:20])(=[O:15])[CH3:14].C(=O)(O)[O-].[Na+]>O1CCCC1>[CH2:2]([O:4][C:5](=[O:10])[C@@H:6]([N:7]([C:19](=[O:20])[CH2:18][CH2:17][S:16][C:13](=[O:15])[CH3:14])[CH3:8])[CH3:9])[CH3:3] |f:0.1,2.3,5.6|. Procedure details: The solution of 15 g (89.5 mmol) of N-methylalanine ethyl ester-hydrochloride in 850 ml of anhydrous tetrahydrofuran is mixed at 23° C. with 4.1 g of an approximately 60% sodium hydride dispersion and, after 3 hours, with 23.5 g of 3-acetylsulfanyl-propanoic acid chloride. It is allowed to react for two days, mixed with saturated sodium bicarbonate solution, and extracted several times with ethyl acetate. The combined organic extracts are washed with saturated sodium chloride solution, dried ove... Reactants: S(=O)(=O)(OCCCCCCCCCC=C)C1=CC=C(C)C=C1 (10-Undecen-1-yl Tosylate), OC1=CC=C(C(=O)O)C=C1 (4-hydroxybenzoic acid), ClC=1C=C(C(=O)O)C=CC1O (3-chloro-4-hydroxy-benzoic acid), mixture, OC1=CC=C(C(=O)O)C=C1 (4-hydroxybenzoic acid), [OH-].[K+] (KOH), compound, [OH-].[K+] (KOH). Solvent: C(C)O (ethanol). Yields the product ClC=1C=C(C(=O)O)C=CC1OCCCCCCCCCC=C (3-Chloro-4-(10-undecen-1-yloxy) benzoic acid). As a reaction SMILES: S(C1C=CC(C)=CC=1)(O[CH2:5][CH2:6][CH2:7][CH2:8][CH2:9][CH2:10][CH2:11][CH2:12][CH2:13][CH:14]=[CH2:15])(=O)=O.OC1C=CC(C(O)=O)=CC=1.[Cl:33][C:34]1[CH:35]=[C:36]([CH:40]=[CH:41][C:42]=1[OH:43])[C:37]([OH:39])=[O:38].[OH-].[K+]>C(O)C>[Cl:33][C:34]1[CH:35]=[C:36]([CH:40]=[CH:41][C:42]=1[O:43][CH2:15][CH2:14][CH2:13][CH2:12][CH2:11][CH2:10][CH2:9][CH2:8][CH2:7][CH:6]=[CH2:5])[C:37]([OH:39])=[O:38] |f:3.4|. Procedure: 10-Undecen-1-yl Tosylate (compound I-7) was separately reacted with 4-hydroxybenzoic acid and 3-chloro-4-hydroxy-benzoic acid to synthesize the compounds I-18 and I-19. The synthesis of compound I-18 was described below as an example. 1.75 g (0.0312 mole) KOH, 0.05 g KI and 100 ml of 90% ethanol were mixed and refluxed. To the mixture 2.15 g (0.0156 mole) 4-hydroxybenzoic acid was added dropwise, and refluxed for one hour. 4.433 g (0.013 mole) compound I-7 was added slowly and refluxed for 10 ho... The reactants are C1CCOC1, Cc1ccc(S(=O)(=O)n2cc3c4c(c(C)cnc42)CN(C(C(=O)O)C(C)(C)C)C3=O)cc1, CO, [Na+], [OH-]. Product: Cc1cnc2[nH]cc3c2c1CN(C(C(=O)O)C(C)(C)C)C3=O. RXN SMILES: [CH2:37]1[O:38][CH2:39][CH2:40][CH2:41]1.[CH3:1][C:2]([CH:3]([C:4](=[O:5])[OH:6])[N:7]1[CH2:8][c:9]2[c:10]([CH3:30])[cH:11][n:12][c:13]3[c:14]2[c:15]([cH:18][n:19]3[S:20]([c:21]2[cH:22][cH:23][c:24]([CH3:25])[cH:26][cH:27]2)(=[O:28])=[O:29])[C:16]1=[O:17])([CH3:31])[CH3:32].[CH3:33][OH:34].[Na+:36].[OH-:35]>>[CH3:1][C:2]([CH:3]([C:4](=[O:5])[OH:6])[N:7]1[CH2:8][c:9]2[c:10]([CH3:30])[cH:11][n:12][c:13]3[c:14]2[c:15]([cH:18][nH:19]3)[C:16]1=[O:17])([CH3:31])[CH3:32]. Reaction conditions: temperature 15 celsius, time 30 minute. The product is C(#N)C(C(=O)O)CC1=CC=C(C=C1)OC (α-Cyano-β-(4-methoxyphenyl)propionic acid). Reported procedure: Sodium borohydride (30.2 g) is added portionwise over a period of 2 hours to a stirred mixture of α-cyano-4-methoxycinnamic acid (52.5 g) in aqueous saturated NaHCO3 (200 ml) and methanol (600 ml) cooled to about 15° C. The reaction mixture is allowed to warm to RT, stirred at RT for 30 min and concentrated in vacuo. The residue is partitioned between water and ether and the aqueous layer acidified and extracted with ether. The ether extract is washed, dried over Na2SO4, filtered and the filtrat... Solvent: C(=O)(O)[O-].[Na+] (NaHCO3), CO (methanol). Starting materials: [BH4-].[Na+] (Sodium borohydride), C(#N)C(C(=O)O)=CC1=CC=C(C=C1)OC (α-cyano-4-methoxycinnamic acid). RXN SMILES: [BH4-].[Na+].[C:3]([C:5](=[CH:9][C:10]1[CH:15]=[CH:14][C:13]([O:16][CH3:17])=[CH:12][CH:11]=1)[C:6]([OH:8])=[O:7])#[N:4]>C([O-])(O)=O.[Na+].CO>[C:3]([CH:5]([CH2:9][C:10]1[CH:11]=[CH:12][C:13]([O:16][CH3:17])=[CH:14][CH:15]=1)[C:6]([OH:8])=[O:7])#[N:4] |f:0.1,3.4|.